Dataset: the Open Reaction Database (ORD), a public repository of structured organic reaction records. Task: describe an organic reaction: reactants, conditions, products, and yield Reactants: COC=1C=C2C=CC(=CC2=CC1)C(O)(C=1N=CN(C1)C(C1=CC=CC=C1)(C1=CC=CC=C1)C1=CC=CC=C1)C=1C=NC=CC1 ((6-Methoxynaphthalen-2-yl)-(pyridin-3-yl)-(1-trityl-1H-imidazol-4-yl)methanol), Cl (hydrochloric acid). Run in solution, C(=O)O (formic acid). Conditions: temperature 50 celsius, time 30 minute. Product: N1C=NC(=C1)C(O)(C=1C=NC=CC1)C1=CC2=CC=C(C=C2C=C1)OC ((1H-Imidazol-4-yl)-(6-methoxynaphthalen-2-yl)-(pyridin-3-yl)methanol). Yield: 77.9%. RXN SMILES: [CH3:1][O:2][C:3]1[CH:4]=[C:5]2[C:10](=[CH:11][CH:12]=1)[CH:9]=[C:8]([C:13]([C:39]1[CH:40]=[N:41][CH:42]=[CH:43][CH:44]=1)([C:15]1[N:16]=[CH:17][N:18](C(C3C=CC=CC=3)(C3C=CC=CC=3)C3C=CC=CC=3)[CH:19]=1)[OH:14])[CH:7]=[CH:6]2.Cl>C(O)=O>[NH:18]1[CH:19]=[C:15]([C:13]([C:8]2[CH:7]=[CH:6][C:5]3[C:10](=[CH:11][CH:12]=[C:3]([O:2][CH3:1])[CH:4]=3)[CH:9]=2)([C:39]2[CH:40]=[N:41][CH:42]=[CH:43][CH:44]=2)[OH:14])[N:16]=[CH:17]1. Procedure: (6-Methoxynaphthalen-2-yl)-(pyridin-3-yl)-(1-trityl-1H-imidazol-4-yl)methanol (0.80 g) was dissolved in 90% solution of formic acid (3 ml), and the solution was stirred at 50° C. for 30 min. To the solution was added 1 N-hydrochloric acid, and precipitate was filtered off. The filtrate was washed with ether, and neutralized with potassium carbonate. The filtrate was extracted with chloroform and concentrated. The residue was purified by silica gel column chromatography (eluent, chloroform:methan... Starting materials: NC1=NC=C(C=C1N)F (2,3-diamino-5-fluoropyridine), BrC(C(C)=O)C (3-bromo-2-butanon). Solvent: C(C)O (ethanol). The product is NC=1C=2N(C=C(C1)F)C(=C(N2)C)C (8-amino-2,3-dimethyl-6-fluoroimidazo[1,2-a]pyridine). The yield is 37.2%. Reaction SMILES: [NH2:1][C:2]1[C:7]([NH2:8])=[CH:6][C:5]([F:9])=[CH:4][N:3]=1.Br[CH:11]([CH3:15])[C:12](=O)[CH3:13]>C(O)C>[NH2:8][C:7]1[C:2]2[N:3]([C:11]([CH3:15])=[C:12]([CH3:13])[N:1]=2)[CH:4]=[C:5]([F:9])[CH:6]=1. Procedure details: A mixture of 2,3-diamino-5-fluoropyridine (0.3 g, 2.4 mmol) and 3-bromo-2-butanon (0.36 g, 2.4 mmol) in ethanol (20 ml) was refluxed for 10 h. The solvent was evaporated under reduced pressure. The residue was dissolved in methylene chloride and was treated with a bicarbonate solution. The organic layer was separated, dried over sodium sulfate and evaporated under reduced pressure. The residue was purified with column chromatography on silica gel with methanol:methylene chloride (1:20) as eluent...